From a dataset of the Open Reaction Database (ORD), a public repository of structured organic reaction records. describe an organic reaction: reactants, conditions, products, and yield Starting materials: ClCCCOC=1C=C(N)C=CC1OC (3-(3-chloropropoxy)-4-methoxyaniline), C(#N)CC(=O)NC1=C(C=C(C(=C1)OC)Cl)Cl (2-cyano-N-(2,4-dichloro-5-methoxyphenyl)acetamide), C(C)OC(OCC)OCC (triethylorthoformate). The solvent is C(C)(C)O (isopropanol). The product is ClCCCOC=1C=C(NC=C(C(=O)NC2=C(C=C(C(=C2)OC)Cl)Cl)C#N)C=CC1OC (3-(3-chloropropoxy)-4-methoxyanilino-N-(2,4-dichloro-5-methoxyphenyl)-2-cyano-2-propenamide). Isolated yield 44.3%. Reaction SMILES: [C:1]([CH2:3][C:4]([NH:6][C:7]1[CH:12]=[C:11]([O:13][CH3:14])[C:10]([Cl:15])=[CH:9][C:8]=1[Cl:16])=[O:5])#[N:2].[Cl:17][CH2:18][CH2:19][CH2:20][O:21][C:22]1[CH:23]=[C:24]([CH:26]=[CH:27][C:28]=1[O:29][CH3:30])[NH2:25].[CH2:31](OC(OCC)OCC)C>C(O)(C)C>[Cl:17][CH2:18][CH2:19][CH2:20][O:21][C:22]1[CH:23]=[C:24]([CH:26]=[CH:27][C:28]=1[O:29][CH3:30])[NH:25][CH:31]=[C:3]([C:1]#[N:2])[C:4]([NH:6][C:7]1[CH:12]=[C:11]([O:13][CH3:14])[C:10]([Cl:15])=[CH:9][C:8]=1[Cl:16])=[O:5]. Procedure details: To a suspension of 2-cyano-N-(2,4-dichloro-5-methoxyphenyl)acetamide (738 mg, 2.84 mmol) in 100 mL of isopropanol was added 3-(3-chloropropoxy)-4-methoxyaniline (611 mg, 2.84 mmol). This mixture was heated to reflux and triethylorthoformate (3.0 mL, 18.0 mmol) was added dropwise. The reaction mixture was heated at reflux overnight. The mixture was filtered while still warm and the collected white solid was washed with isopropanol to give 610 mg of 3-(3-chloropropoxy)-4-methoxyanilino-N-(2,4-dich... The reactants are [Cl-], Cl, O=N[O-], Nc1cccc2ccncc12, [Na+], O. The product is Clc1cccc2ccncc12. Reaction SMILES: [Cl-:16].[ClH:17].[N:12]([O-:13])=[O:14].[NH2:1][c:2]1[cH:3][cH:4][cH:5][c:6]2[cH:7][cH:8][n:9][cH:10][c:11]12.[Na+:15].[OH2:18]>>[c:2]1([Cl:16])[cH:3][cH:4][cH:5][c:6]2[cH:7][cH:8][n:9][cH:10][c:11]12. The reactants are [Na] (sodium), C(C)OC(=O)NN(C#N)CC (2-ethyl-2-cyanohydrazinecarboxylic acid ethyl ester), C(C)O (ethanol). Yields the product C(C)N1N=C(N=C1OCC)O (1-ethyl-5-ethoxy-3-hydroxy-1,2,4-triazole). The yield is 60.0%. Reaction SMILES: [Na].C(O[C:5]([NH:7][N:8]([CH2:11][CH3:12])[C:9]#[N:10])=[O:6])C.[CH2:13]([OH:15])[CH3:14]>>[CH2:11]([N:8]1[C:9]([O:15][CH2:13][CH3:14])=[N:10][C:5]([OH:6])=[N:7]1)[CH3:12] |^1:0|. Procedure: To a solution of 4.6 g of sodium in 150 ml of absolute ethanol there is added dropwise at 60° C 31.4 g of 2-ethyl-2-cyanohydrazinecarboxylic acid ethyl ester. The solution is subsequently refluxed for 4 hours. From the cooled solution there precipitates, after the addition of 12 g of glacial acetic acid, sodium acetate, which is separated by filtration. The filtrate is concentrated in vacuo to dryness, and the residue is extracted with 200 ml of chloroform. The extract is again concentrated to d... The reactants are C=CC (propylene), CC1C2C3CC(C2C=C1C)C=C3 (dimethyldicyclopentadiene), CC1=C(C2CCC1C2)C (dimethylnorbornene), CC1C2C3CC(C2C=C1C)C=C3 (dimethyldicyclopentadiene). The product is CC1=C(C2CCC1C2)C (dimethylnorbornene), CC1=CC=CC1 (methylcyclopentadiene). Reaction SMILES: C=CC.C[CH:5]1C(C)=[CH:11][CH:10]2[CH:6]1[CH:7]1[CH:15]=[CH:14][CH:9]2[CH2:8]1.[CH3:16][C:17]1[CH:22]2[CH2:23][CH:19](CC2)[C:18]=1C>>[CH3:11][C:10]1[CH:9]2[CH2:8][CH:7]([CH2:15][CH2:14]2)[C:6]=1[CH3:5].[CH3:16][C:17]1[CH2:22][CH:23]=[CH:19][CH:18]=1. Procedure details: At 170° C., 156 g of propylene were reacted with 243 g of dimethyldicyclopentadiene for 20 hours, and by vacuum distillation 93 g of dimethylnorbornene were obtained. Then, 91 g of the thus prepared dimethylnorbornene were reacted with 135 g of dimethyldicyclopentadiene at 165° C. for 20 hours, and for the resultant reaction liquid, vacuum distillation was carried out to obtain 73 g of a 1:1 adduct of dimethylnorbornene and methylcyclopentadiene, i.e., a 2:1 adduct of methylcyclopentadiene and p... Starting materials: O=C1OCCN1P(=O)(N1C(OCC1)=O)Cl (Bis(2-oxo-3-oxazolidinyl)phosphinic acid chloride), ClCCOC(C(=O)O)C1=CC=C(C=C1)F ((2-chloroethoxy)-(4-fluorophenyl)acetic acid), C(NN)(=O)OC(C)(C)C (tert-butyl carbazate), [Cl-].[NH4+] (ammonium chloride). Solvent: O1CCCC1 (tetrahydrofuran), C(C)N(CC)CC (triethylamine), C(C)(=O)OCC (ethyl acetate). Reaction conditions: time 16 hour. Yields the product ClCCOC(C(=O)NNC(=O)OC(C)(C)C)C1=CC=C(C=C1)F (tert-butyl N′-[2-(2-chloroethoxy)-2-(4-fluorophenyl)acetyl]-hydrazinecarboxylate). Yield: 93.9%. RXN SMILES: O=C1N(P(Cl)(N2CCOC2=O)=O)CCO1.[Cl:16][CH2:17][CH2:18][O:19][CH:20]([C:24]1[CH:29]=[CH:28][C:27]([F:30])=[CH:26][CH:25]=1)[C:21]([OH:23])=O.[C:31]([O:35][C:36]([CH3:39])([CH3:38])[CH3:37])(=[O:34])[NH:32][NH2:33].[Cl-].[NH4+]>O1CCCC1.C(OCC)(=O)C.C(N(CC)CC)C>[Cl:16][CH2:17][CH2:18][O:19][CH:20]([C:24]1[CH:29]=[CH:28][C:27]([F:30])=[CH:26][CH:25]=1)[C:21]([NH:33][NH:32][C:31]([O:35][C:36]([CH3:39])([CH3:38])[CH3:37])=[O:34])=[O:23] |f:3.4|. Procedure: Bis(2-oxo-3-oxazolidinyl)phosphinic acid chloride (4.38 g) was added to a solution of (2-chloroethoxy)-(4-fluorophenyl)acetic acid (2 g), tert-butyl carbazate (2.27 g) and triethylamine (3.58 mL) in tetrahydrofuran (20 mL), and the reaction solution was stirred at room temperature for 16 hours. Saturated aqueous ammonium chloride and ethyl acetate were added to the reaction solution, and the organic layer was separated. The organic layer was washed with brine and dried over anhydrous magnesium s... The reactants are COc1cccc(C2=CCCN(Cc3ccccc3)C2)c1, CCOC(=O)Cl, c1ccccc1. Yields the product CCOC(=O)N1CCC=C(c2cccc(OC)c2)C1. As a reaction SMILES: [CH2:1]([c:2]1[cH:3][cH:4][cH:5][cH:6][cH:7]1)[N:8]1[CH2:9][C:10]([c:14]2[cH:15][c:16]([O:20][CH3:21])[cH:17][cH:18][cH:19]2)=[CH:11][CH2:12][CH2:13]1.[Cl:22][C:23](=[O:24])[O:25][CH2:26][CH3:27].[cH:28]1[cH:29][cH:30][cH:31][cH:32][cH:33]1>>[N:8]1([C:23](=[O:24])[O:25][CH2:26][CH3:27])[CH2:9][C:10]([c:14]2[cH:15][c:16]([O:20][CH3:21])[cH:17][cH:18][cH:19]2)=[CH:11][CH2:12][CH2:13]1.